The task is: describe an organic reaction: reactants, conditions, products, and yield. This data is from the Open Reaction Database (ORD), a public repository of structured organic reaction records. The reactants are Cl (HCl), C(=O)(OCC)C(C(C=1C=NC(=CC1)OC1=CC=C(C=C1)OC(F)(F)F)C1=CC(=C(C=C1)OC(F)F)OC(F)F)C1=CC=NC=C1 (4-{1-Carbethoxy-2-[3,4-bis(difluoromethoxy)phenyl]-2-{6-[4-(trifluoromethoxy)phenoxy]-3-pyridyl}ethyl}pyridine), C1CCOC1 (THF), solution, [Li+].[OH-] (LiOH). Solvent: O (water), CO (MeOH). Run at temperature 65 celsius, time 1.5 hour. Yields the product FC(OC=1C=C(C=CC1OC(F)F)C(CC1=CC=NC=C1)C=1C=NC(=CC1)OC1=CC=C(C=C1)OC(F)(F)F)F (4-{2-[3,4-Bis(difluoromethoxy)phenyl]-2-{6-[4-(trifluoromethoxy)phenoxy]-3-pyridyl}ethyl}pyridine). Reaction SMILES: C([CH:6]([C:40]1[CH:45]=[CH:44][N:43]=[CH:42][CH:41]=1)[CH:7]([C:26]1[CH:31]=[CH:30][C:29]([O:32][CH:33]([F:35])[F:34])=[C:28]([O:36][CH:37]([F:39])[F:38])[CH:27]=1)[C:8]1[CH:9]=[N:10][C:11]([O:14][C:15]2[CH:20]=[CH:19][C:18]([O:21][C:22]([F:25])([F:24])[F:23])=[CH:17][CH:16]=2)=[CH:12][CH:13]=1)(OCC)=O.C1COCC1.[Li+].[OH-].Cl>O.CO>[F:39][CH:37]([F:38])[O:36][C:28]1[CH:27]=[C:26]([CH:7]([C:8]2[CH:9]=[N:10][C:11]([O:14][C:15]3[CH:20]=[CH:19][C:18]([O:21][C:22]([F:25])([F:24])[F:23])=[CH:17][CH:16]=3)=[CH:12][CH:13]=2)[CH2:6][C:40]2[CH:45]=[CH:44][N:43]=[CH:42][CH:41]=2)[CH:31]=[CH:30][C:29]=1[O:32][CH:33]([F:35])[F:34] |f:2.3|. Procedure details: To a solution of the crude ester from Step 4 above in 25 mL of a 3:1:1 mixture of THF:MeOH:water, was added 5.1 mL (10.3 mmol) of a 2 N solution of LiOH. The resulting solution was stirred at 65° C. for 1.5 h, cooled down to room temperature followed by the addition of 10 mL of a 1.0 N HCl solution. The resulting mixture was rotovaped down to evaporate MeOH and the aqueous residue was diluted with ethyl acetate. The organic layer was washed with water and brine, dried over MgSO4 and concentrated... The reactants are ClC=1C(=C(C(=NC1)N)F)I (5-chloro-3-fluoro-4-iodopyridin-2-amine), CN(C)C=O (DMF), CCOC(=O)C (EtOAc). The reagents and catalysts are [C-]#N.[Zn+2].[C-]#N (zinc cyanide), C=1C=CC(=CC1)[P](C=2C=CC=CC2)(C=3C=CC=CC3)[Pd]([P](C=4C=CC=CC4)(C=5C=CC=CC5)C=6C=CC=CC6)([P](C=7C=CC=CC7)(C=8C=CC=CC8)C=9C=CC=CC9)[P](C=1C=CC=CC1)(C=1C=CC=CC1)C=1C=CC=CC1 (tetrakis(triphenylphosphine)palladium(0)). Run in [Cl-].[Na+].O (brine). Conditions: temperature 175 celsius. The product is NC=1C(=C(C#N)C(=CN1)Cl)F (2-Amino-5-chloro-3-fluoroisonicotinonitrile). The yield is 69.0%. Reaction SMILES: [Cl:1][C:2]1[C:3](I)=[C:4]([F:9])[C:5]([NH2:8])=[N:6][CH:7]=1.[CH3:11][N:12](C=O)C.CCOC(C)=O>[Cl-].[Na+].O.[C-]#N.[Zn+2].[C-]#N.C1C=CC([P]([Pd]([P](C2C=CC=CC=2)(C2C=CC=CC=2)C2C=CC=CC=2)([P](C2C=CC=CC=2)(C2C=CC=CC=2)C2C=CC=CC=2)[P](C2C=CC=CC=2)(C2C=CC=CC=2)C2C=CC=CC=2)(C2C=CC=CC=2)C2C=CC=CC=2)=CC=1>[NH2:8][C:5]1[C:4]([F:9])=[C:3]([C:2]([Cl:1])=[CH:7][N:6]=1)[C:11]#[N:12] |f:3.4.5,6.7.8,^1:33,35,54,73|. Reported procedure: To a 200 mL round bottom flask was added 5-chloro-3-fluoro-4-iodopyridin-2-amine (9.7 g, 5.5 mmol, 1.0 equiv), zinc cyanide (4.6 g, 6.1 mmol), tetrakis(triphenylphosphine)palladium(0) (4.1 g, 0.56 mmol), and DMF (80 mL). The reaction mixture was heated to 175° C. for 40 minutes. The reaction was then poured into a mixture of EtOAc (300 mL) and brine (150 mL). The organic layer was separated, washed with brine (150 mL), dried over Na2SO4, and concentrated. The residue was dissolved in CH2Cl2 and ...